From a dataset of the Open Reaction Database (ORD), a public repository of structured organic reaction records. describe an organic reaction: reactants, conditions, products, and yield The reactants are C(C)(=O)N1CCN(CC1)C1=CC=C(C=C1)NC(=O)C1=NN=C(O1)NC=1C=C(C=CC1)C1=CC=C(C=C1)C(=O)OC (methyl 3′-{[5-({[4-(4-acetylpiperazin-1-yl)phenyl]amino}carbonyl)-1,3,4-oxadiazol-2-yl]amino}biphenyl-4-carboxylate), C(C)C1=CC=C(C=C1)NC1=NN=C(O1)C(=O)NC1=CC=C(C=C1)[C@@H]1CC[C@H](CC1)CC(=O)OC (methyl (trans-4-{4-[({5-[(4-ethylphenyl)amino]-1,3,4-oxadiazol-2-yl}carbonyl)amino]phenyl}cyclohexyl)acetate). Yields the product C(C)(=O)N1CCN(CC1)C1=CC=C(C=C1)NC(=O)C1=NN=C(O1)NC=1C=C(C=CC1)C1=CC=C(C=C1)C(=O)O (3′-{[5-({[-4-(4-Acetylpiperazin-1-yl)phenyl]amino}carbonyl)-1,3,4-oxadiazol-2-yl]amino}biphenyl-4-carboxylic acid). As a reaction SMILES: [C:1]([N:4]1[CH2:9][CH2:8][N:7]([C:10]2[CH:15]=[CH:14][C:13]([NH:16][C:17]([C:19]3[O:23][C:22]([NH:24][C:25]4[CH:26]=[C:27]([C:31]5[CH:36]=[CH:35][C:34]([C:37]([O:39]C)=[O:38])=[CH:33][CH:32]=5)[CH:28]=[CH:29][CH:30]=4)=[N:21][N:20]=3)=[O:18])=[CH:12][CH:11]=2)[CH2:6][CH2:5]1)(=[O:3])[CH3:2].C(C1C=CC(NC2OC(C(NC3C=CC([C@H]4CC[C@H](CC(OC)=O)CC4)=CC=3)=O)=NN=2)=CC=1)C>>[C:1]([N:4]1[CH2:9][CH2:8][N:7]([C:10]2[CH:11]=[CH:12][C:13]([NH:16][C:17]([C:19]3[O:23][C:22]([NH:24][C:25]4[CH:26]=[C:27]([C:31]5[CH:32]=[CH:33][C:34]([C:37]([OH:39])=[O:38])=[CH:35][CH:36]=5)[CH:28]=[CH:29][CH:30]=4)=[N:21][N:20]=3)=[O:18])=[CH:14][CH:15]=2)[CH2:6][CH2:5]1)(=[O:3])[CH3:2]. Reported procedure: Following the procedure of Example 357 but using methyl 3′-{[5-({[4-(4-acetylpiperazin-1-yl)phenyl]amino}carbonyl)-1,3,4-oxadiazol-2-yl]amino}biphenyl-4-carboxylate as starting material in place of methyl (trans-4-{4-[({5-[(4-ethylphenyl)amino]-1,3,4-oxadiazol-2-yl}carbonyl)amino]phenyl}cyclohexyl)acetate the title compound was obtained as a solid; 1H NMR δ 2.09 (s, 3H), 3.01-3.20 (m, 4H), 3.52-3.67 (m, 4H), 6.98 (d, 2H), 7.41 (d, 1H), 7.53 (t, 1H), 7.61-7.71 (m, 3H), 7.78 (d, 2H), 8.00 (s, 1H),... Reactants: CC(C)C[Al+]CC(C)C, CCOC(=O)CCCOc1ccccc1N(C)C(=O)c1ccc(NC(=O)c2ccccc2-c2ccc(C)cc2)cc1, Cc1ccccc1, ClCCl, [H-]. Product: Cc1ccc(-c2ccccc2C(=O)Nc2ccc(C(=O)N(C)c3ccccc3OCCCC=O)cc2)cc1. Reaction SMILES: [CH2:43]([Al+:44][CH2:45][CH:46]([CH3:47])[CH3:48])[CH:49]([CH3:50])[CH3:51].[CH3:1][c:2]1[cH:3][cH:4][c:5](-[c:8]2[c:9]([C:14](=[O:15])[NH:16][c:17]3[cH:18][cH:19][c:20]([C:21](=[O:22])[N:23]([c:24]4[c:25]([O:30][CH2:31][CH2:32][CH2:33][C:34](=[O:35])[O:36][CH2:37][CH3:38])[cH:26][cH:27][cH:28][cH:29]4)[CH3:39])[cH:40][cH:41]3)[cH:10][cH:11][cH:12][cH:13]2)[cH:6][cH:7]1.[CH3:55][c:56]1[cH:57][cH:58][cH:59][cH:60][cH:61]1.[Cl:52][CH2:53][Cl:54].[H-:42]>>[CH3:1][c:2]1[cH:3][cH:4][c:5](-[c:8]2[c:9]([C:14](=[O:15])[NH:16][c:17]3[cH:18][cH:19][c:20]([C:21](=[O:22])[N:23]([c:24]4[c:25]([O:30][CH2:31][CH2:32][CH2:33][CH:34]=[O:35])[cH:26][cH:27][cH:28][cH:29]4)[CH3:39])[cH:40][cH:41]3)[cH:10][cH:11][cH:12][cH:13]2)[cH:6][cH:7]1. Starting materials: C(C)OC1=C(C=C(C=C1)S(=O)(=O)N1CCN(CC1)C)C1=NN2C(C(N1)=O)=C(N=C2CCC)C (2-[2-ethoxy-5-(4-methyl-piperazine-1-sulphonyl)-phenyl]-5-methyl-7-propyl-3H-imidazo[5,1-f][1,2,4]triazin-4-one), solution, Cl (HCl). The solvent is C(C)OCC (diethyl ether), CCOCC (ether). Reaction conditions: time 15 minute. Yields the product Cl.C(C)OC1=C(C=C(C=C1)S(=O)(=O)N1CCN(CC1)C)C1=NN2C(C(N1)=O)=C(N=C2CCC)C (2-[2-Ethoxy-5-(4-methyl-piperazine-1-sulphonyl)-phenyl]-5-methyl-7-propyl-3H-imidazo[5,1-f][1,2,4]triazin-4-one hydrochloride). Reaction SMILES: [CH2:1]([O:3][C:4]1[CH:9]=[CH:8][C:7]([S:10]([N:13]2[CH2:18][CH2:17][N:16]([CH3:19])[CH2:15][CH2:14]2)(=[O:12])=[O:11])=[CH:6][C:5]=1[C:20]1[NH:25][C:24](=[O:26])[C:23]2=[C:27]([CH3:33])[N:28]=[C:29]([CH2:30][CH2:31][CH3:32])[N:22]2[N:21]=1)[CH3:2].[ClH:34]>C(OCC)C>[ClH:34].[CH2:1]([O:3][C:4]1[CH:9]=[CH:8][C:7]([S:10]([N:13]2[CH2:14][CH2:15][N:16]([CH3:19])[CH2:17][CH2:18]2)(=[O:12])=[O:11])=[CH:6][C:5]=1[C:20]1[NH:25][C:24](=[O:26])[C:23]2=[C:27]([CH3:33])[N:28]=[C:29]([CH2:30][CH2:31][CH3:32])[N:22]2[N:21]=1)[CH3:2] |f:3.4|. Procedure details: 100 mg (0.211 mmol) of 2-[2-ethoxy-5-(4-methyl-piperazine-1-sulphonyl)-phenyl]-5-methyl-7-propyl-3H-imidazo[5,1-f][1,2,4]triazin-4-one are suspended in 5 ml of diethyl ether, admixed with 0.23 ml of a 1M solution of HCl in ether and stirred at room temperature for 15 minutes. The solvent is removed under reduced pressure. This gives 107 mg (97%) of 2-[2-ethoxy-5-(4-methyl-piperazine-1-sulphonyl)-phenyl]-5-methyl-7-propyl-3H-imidazo[5,1-f][1,2,4]triazin-4-one hydrochloride. Starting materials: [O-]CC.[Na+] (Sodium ethoxide), C(C)(=O)OC=1C=C2C=C(N(C2=CC1)CC1=CC(=C(C=C1)Cl)Cl)C(=O)OCC (ethyl 5-acetoxy-N-(3,4-dichlorobenzyl)indole-2-carboxylate). Solvent: C(C)O (ethanol). Run at time 2 hour. Product: ClC=1C=C(CN2C(=CC3=CC(=CC=C23)O)C(=O)OCC)C=CC1Cl (Ethyl N-(3,4-dichlorobenzyl)-5-hydroxyindole-2-carboxylate). Yield: 63.7%. Reaction SMILES: [O-]CC.[Na+].C([O:8][C:9]1[CH:10]=[C:11]2[C:15](=[CH:16][CH:17]=1)[N:14]([CH2:18][C:19]1[CH:24]=[CH:23][C:22]([Cl:25])=[C:21]([Cl:26])[CH:20]=1)[C:13]([C:27]([O:29][CH2:30][CH3:31])=[O:28])=[CH:12]2)(=O)C>C(O)C>[Cl:26][C:21]1[CH:20]=[C:19]([CH:24]=[CH:23][C:22]=1[Cl:25])[CH2:18][N:14]1[C:15]2[C:11](=[CH:10][C:9]([OH:8])=[CH:17][CH:16]=2)[CH:12]=[C:13]1[C:27]([O:29][CH2:30][CH3:31])=[O:28] |f:0.1|. Reported procedure: Sodium ethoxide (1.86 g) was added to a stirred solution of ethyl 5-acetoxy-N-(3,4-dichlorobenzyl)indole-2-carboxylate (5.55 g) in ethanol (50 ml) under an atmosphere of argon. The reaction was stirred at room temperature for 2 hours, then concentrated in vacuo and the residue acidified with aqueous hydrochloric acid (2.0 M) and extracted with dichloromethane. Combined organic extracts were washed with water, saturated aqueous sodium chloride solution and dried (MgSO4). The solvent was removed i...